From a dataset of the Open Reaction Database (ORD), a public repository of structured organic reaction records. describe an organic reaction: reactants, conditions, products, and yield Starting materials: C(C)(=O)[O-].[Na+] (sodium acetate), Cl.CNO (N-methylhydroxylamine hydrochloride), C(C=C)N(C(C)=O)CC(C)=O (N-allyl-N-(2-oxopropyl)-acetamide). Solvent: O (water), O1CCOCC1 (dioxane). The product is C(C)(=O)N1CC2CON(C2(C1)C)C (7-Acetyl-1,2-dimethyl-3-oxa-2,7-diazabicyclo[3.3.0]octane). As a reaction SMILES: [CH2:1]([N:4]([CH2:8][C:9](=O)[CH3:10])[C:5](=[O:7])[CH3:6])[CH:2]=[CH2:3].C([O-])(=O)C.[Na+].Cl.[CH3:18][NH:19][OH:20]>O1CCOCC1.O>[C:5]([N:4]1[CH2:1][C:2]2([CH3:3])[CH:9]([CH2:10][O:20][N:19]2[CH3:18])[CH2:8]1)(=[O:7])[CH3:6] |f:1.2,3.4|. Procedure: 15.5 g (0.1 mol) of N-allyl-N-(2-oxopropyl)-acetamide are dissolved in 100 ml of dioxane, and 9 g of anhydrous sodium acetate and 9 g (0. 108 mol) of N-methylhydroxylamine hydrochloride in 10 ml of water are added. The mixture is heated under reflux overnight and cooled and the salts are filtered off with suction and washed with dioxane. The filtrate is concentrated, the residue is taken up in 100 ml of water and K2CO3 is added. The mixture is extracted with CHCl3, the extract is dried over K2CO... The reactants are CCCCN(Cc1ccc(OCC(=O)OCC)c(C)c1)c1cncc(-c2ccc(C(F)(F)F)cc2)n1, CO, [Na+], C1CCOC1, [OH-]. The product is CCCCN(Cc1ccc(OCC(=O)O)c(C)c1)c1cncc(-c2ccc(C(F)(F)F)cc2)n1. As a reaction SMILES: [CH2:1]([CH2:2][CH2:3][CH3:4])[N:5]([c:6]1[n:7][c:8](-[c:12]2[cH:13][cH:14][c:15]([C:18]([F:19])([F:20])[F:21])[cH:16][cH:17]2)[cH:9][n:10][cH:11]1)[CH2:22][c:23]1[cH:24][c:25]([CH3:36])[c:26]([O:27][CH2:28][C:29](=[O:30])[O:31][CH2:32][CH3:33])[cH:34][cH:35]1.[CH3:39][OH:40].[Na+:38].[O:41]1[CH2:42][CH2:43][CH2:44][CH2:45]1.[OH-:37]>>[CH2:1]([CH2:2][CH2:3][CH3:4])[N:5]([c:6]1[n:7][c:8](-[c:12]2[cH:13][cH:14][c:15]([C:18]([F:19])([F:20])[F:21])[cH:16][cH:17]2)[cH:9][n:10][cH:11]1)[CH2:22][c:23]1[cH:24][c:25]([CH3:36])[c:26]([O:27][CH2:28][C:29](=[O:30])[OH:31])[cH:34][cH:35]1. Reactants: COC=1C=C(C=O)C=CC1O (3-methoxy-4-hydroxybenzaldehyde), C([O-])([O-])=O.[K+].[K+] (potassium carbonate), C(C1=CC=CC=C1)Cl (benzyl chloride). The solvent is CN(C=O)C (dimethylformamide). Conditions: temperature 60 celsius, time 5 hour. Product: COC=1C=C(C=O)C=CC1OCC1=CC=CC=C1 (3-methoxy-4-benzyloxybenzaldehyde). The yield is 84.7%. Reaction SMILES: [CH3:1][O:2][C:3]1[CH:4]=[C:5]([CH:8]=[CH:9][C:10]=1[OH:11])[CH:6]=[O:7].C(=O)([O-])[O-].[K+].[K+].[CH2:18](Cl)[C:19]1[CH:24]=[CH:23][CH:22]=[CH:21][CH:20]=1>CN(C)C=O>[CH3:1][O:2][C:3]1[CH:4]=[C:5]([CH:8]=[CH:9][C:10]=1[O:11][CH2:18][C:19]1[CH:24]=[CH:23][CH:22]=[CH:21][CH:20]=1)[CH:6]=[O:7] |f:1.2.3|. Procedure details: 76 g (0.5 mol) of 3-methoxy-4-hydroxybenzaldehyde were placed in a four-necked flask together with 228 g of dimethylformamide and 82.8 g (0.6 mol) of potassium carbonate. 66.4 g (0.525 mol) of benzyl chloride was added dropwise at a temperature of 60° C. for one hour. After the addition, the mixture was stirred at a temperature of 60° C. for five hours. The resulting reaction mixture was washed with 190 g of toluene and 330 g of water. 270 g of the solvent were removed by distillation under redu...